This data is from the Open Reaction Database (ORD), a public repository of structured organic reaction records. The task is: describe an organic reaction: reactants, conditions, products, and yield The reactants are C1CCOC1, CCCCCC, CCOCC, CCN(C(C)C)C(C)C, Cc1cc(C)c(N)c(Cl)c1, O=C(Cl)CCCCCl. The product is Cc1cc(C)c(NC(=O)CCCCCl)c(Cl)c1. RXN SMILES: [CH2:34]1[O:35][CH2:36][CH2:37][CH2:38]1.[CH3:28][CH2:29][CH2:30][CH2:31][CH2:32][CH3:33].[CH3:39][CH2:40][O:41][CH2:42][CH3:43].[CH:11]([N:12]([CH:13]([CH3:14])[CH3:15])[CH2:16][CH3:17])([CH3:18])[CH3:19].[Cl:1][c:2]1[c:3]([NH2:4])[c:5]([CH3:10])[cH:6][c:7]([CH3:9])[cH:8]1.[Cl:20][CH2:21][CH2:22][CH2:23][CH2:24][C:25](=[O:26])[Cl:27]>>[Cl:1][c:2]1[c:3]([NH:4][C:25]([CH2:24][CH2:23][CH2:22][CH2:21][Cl:20])=[O:26])[c:5]([CH3:10])[cH:6][c:7]([CH3:9])[cH:8]1. Reactants: C(C)(C)(C)C=1N=C2N(C=CC=C2CO)C1 (2-tert-Butyl-8-hydroxymethylimidazo[1,2-a]pyridine), ( 70 ), ( 13 ), [K+].[Br-] (KBr), ( 100 ). Yields the product C(C)(C)(C)C=1N=C2N(C=CC=C2C=O)C1 (2-tert-Butylimidazo[1,2-a]pyridine-8-carbaldehyde). Yield: 77.0%. RXN SMILES: [C:1]([C:5]1[N:6]=[C:7]2[C:12]([CH2:13][OH:14])=[CH:11][CH:10]=[CH:9][N:8]2[CH:15]=1)([CH3:4])([CH3:3])[CH3:2].[K+].[Br-]>>[C:1]([C:5]1[N:6]=[C:7]2[C:12]([CH:13]=[O:14])=[CH:11][CH:10]=[CH:9][N:8]2[CH:15]=1)([CH3:4])([CH3:2])[CH3:3] |f:1.2|. Procedure: From 3g: reaction time 4 h (yield: 77%); mp 60-62° C.; IR (KBr) 1685, 1541, 1499 cm−1; 1H NMR (400 MHz, CDCl3) δ 1.43 (s, 9H), 6.86 (t, 1H, J=7 Hz), 7.46 (s, 1H), 7.76 (d, 1H, J=7 Hz), 8.28 (d, 1H, J=7 Hz), 10.85 (s, 1H); 13C NMR (100 MHz, CDCl3) δ 30.2, 32.7, 107.3, 111.1, 123.5, 124.5, 130.2, 144.2, 159.0, 189.6; MS m/z 202 (M+, 46), 187 (100), 174 (70), 78 (13). The reactants are CCOCC (Ether), C(C1=CC=CC=C1)OCCCO (3-benzyloxy-1-propanol), ClC1=CC(=C(NC2=NC=NC3=CC(=C(C=C23)OC)O)C=C1)F (4-(4-chloro-2-fluoroanilino)-7-hydroxy-6-methoxyquinazoline), N(=NC(=O)N1CCCCC1)C(=O)N1CCCCC1 (1,1′-azodicarbonyldipiperidine). Solvent: C(Cl)Cl (methylene chloride). Reaction conditions: temperature 5 celsius, time 1 hour. Yields the product Cl.C(C1=CC=CC=C1)OCCCOC1=C(C=C2C(=NC=NC2=C1)NC1=C(C=C(C=C1)Cl)F)OC (7-(3-benzyloxypropoxy)4-(4-chloro-2-fluoroanilino)-6-methoxyquinazoline hydrochloride). The yield is 56.6%. Reaction SMILES: [CH2:1]([O:8][CH2:9][CH2:10][CH2:11][OH:12])[C:2]1[CH:7]=[CH:6][CH:5]=[CH:4][CH:3]=1.[Cl:13][C:14]1[CH:33]=[CH:32][C:17]([NH:18][C:19]2[C:28]3[C:23](=[CH:24][C:25](O)=[C:26]([O:29][CH3:30])[CH:27]=3)[N:22]=[CH:21][N:20]=2)=[C:16]([F:34])[CH:15]=1.N(C(N1CCCCC1)=O)=NC(N1CCCCC1)=O.CCOCC>C(Cl)Cl>[ClH:13].[CH2:1]([O:8][CH2:9][CH2:10][CH2:11][O:12][C:25]1[CH:24]=[C:23]2[C:28]([C:19]([NH:18][C:17]3[CH:32]=[CH:33][C:14]([Cl:13])=[CH:15][C:16]=3[F:34])=[N:20][CH:21]=[N:22]2)=[CH:27][C:26]=1[O:29][CH3:30])[C:2]1[CH:7]=[CH:6][CH:5]=[CH:4][CH:3]=1 |f:5.6|. Procedure details: A solution of 3-benzyloxy-1-propanol (150 μl, 0.9 mmol) was added to tributyephosphine (376 mg, 1.9 mmol) and 4-(4-chloro-2-fluoroanilino)-7-hydroxy-6-methoxyquinazoline (200 mg, 0.63 mmol), (prepared as described for the starting material in Example 4), in methylene chloride (20 ml) at 5° C. To the resulting mixture 1,1′-azodicarbonyldipiperidine (480 mg, 1.9 mmol) was added, the mixture stirred at 5° C. for 1 hour, allowed to warm to ambient temperature and stirred overnight. Ether (10 ml) was... The reactants are N1=C(C=CC=C1)CCN1CCN(CC1)C1=CC=CC=2C=C(OC21)C(=O)[O-].[Li+] (lithium 7-(4-(2-(pyridin-2-yl)ethyl)piperazin-1-yl)benzofuran-2-carboxylate), Cl.CN (methylamine hydrochloride). Product: CNC(=O)C=1OC2=C(C1)C=CC=C2N2CCN(CC2)CCC2=NC=CC=C2 (N-Methyl-7-(4-(2-(pyridin-2-yl)ethyl)piperazin-1-yl)benzofuran-2-carboxamide). Reaction SMILES: [N:1]1[CH:6]=[CH:5][CH:4]=[CH:3][C:2]=1[CH2:7][CH2:8][N:9]1[CH2:14][CH2:13][N:12]([C:15]2[C:23]3[O:22][C:21]([C:24]([O-])=[O:25])=[CH:20][C:19]=3[CH:18]=[CH:17][CH:16]=2)[CH2:11][CH2:10]1.[Li+].Cl.[CH3:29][NH2:30]>>[CH3:29][NH:30][C:24]([C:21]1[O:22][C:23]2[C:15]([N:12]3[CH2:13][CH2:14][N:9]([CH2:8][CH2:7][C:2]4[CH:3]=[CH:4][CH:5]=[CH:6][N:1]=4)[CH2:10][CH2:11]3)=[CH:16][CH:17]=[CH:18][C:19]=2[CH:20]=1)=[O:25] |f:0.1,2.3|. Reported procedure: The compound was prepared according to the procedure disclosed in Example 1 starting from lithium 7-(4-(2-(pyridin-2-yl)ethyl)piperazin-1-yl)benzofuran-2-carboxylate (80 mg, 0.21 mmol) and methylamine hydrochloride (90 mg, 1.3 mmol). Yield: 50 mg (62%).